Dataset: the Open Reaction Database (ORD), a public repository of structured organic reaction records. Task: describe an organic reaction: reactants, conditions, products, and yield Reaction SMILES: [CH2:1](Br)[C:2]1[CH:7]=[CH:6][CH:5]=[CH:4][CH:3]=1.[F:9][C:10]([F:20])([F:19])[O:11][C:12]1[CH:17]=[CH:16][C:15]([OH:18])=[CH:14][CH:13]=1.C(=O)([O-])[O-].[K+].[K+].O>CN(C)C=O>[CH2:1]([O:18][C:15]1[CH:16]=[CH:17][C:12]([O:11][C:10]([F:9])([F:19])[F:20])=[CH:13][CH:14]=1)[C:2]1[CH:7]=[CH:6][CH:5]=[CH:4][CH:3]=1 |f:2.3.4|. Procedure: Benzyl bromide (66.17 ml, 95.35 g, 0.56 mol) was added to a mixture of 4-(trifluoromethoxy)phenol (90.26 g, 0.51 mol) and potassium carbonate (140.97 g, 1.2 mol) in dimethylformamide (160 ml) and the mixture was stirred at room temperature for 72 hours. The mixture was poured into water (1.5 l) and extracted with ethyl acetate (3×50 ml). The combined organic fractions were washed with aqueous sodium carbonate (saturated, 500 ml), dried (MgSO4) and the solvent was evaporated under reduced pressur... Starting materials: O (water), C(C1=CC=CC=C1)Br (Benzyl bromide), FC(OC1=CC=C(C=C1)O)(F)F (4-(trifluoromethoxy)phenol), C([O-])([O-])=O.[K+].[K+] (potassium carbonate). The solvent is CN(C=O)C (dimethylformamide). Run at time 72 hour. Yields the product C(C1=CC=CC=C1)OC1=CC=C(C=C1)OC(F)(F)F (2-Benzyloxy-5-(trifluoromethoxy)benzene). Isolated yield 97.6%. Reactants: CO, CN(C)C=O, Cl, N#Cc1ccccc1Sc1ccccc1[N+](=O)[O-], O. The product is N#Cc1ccccc1Sc1ccccc1N. RXN SMILES: [CH3:1][OH:2].[CH3:3][N:4]([CH3:5])[CH:6]=[O:7].[ClH:26].[N+:8]([O-:9])(=[O:10])[c:11]1[c:12]([S:17][c:18]2[c:19]([C:20]#[N:21])[cH:22][cH:23][cH:24][cH:25]2)[cH:13][cH:14][cH:15][cH:16]1.[OH2:27]>>[NH2:8][c:11]1[c:12]([S:17][c:18]2[c:19]([C:20]#[N:21])[cH:22][cH:23][cH:24][cH:25]2)[cH:13][cH:14][cH:15][cH:16]1. RXN SMILES: O[CH2:2][NH:3][C:4](=[O:9])[C:5]([F:8])([F:7])[F:6].S(Cl)([Cl:12])=O>ClCCl>[Cl:12][CH2:2][NH:3][C:4](=[O:9])[C:5]([F:8])([F:7])[F:6]. Solvent: ClCCl (dichloromethane). Reported procedure: 51.7 grams (g) (0.36 mole) of N-hydroxymethyl trifluoroacetamide were dissolved in 350 milliliters (ml) dichloromethane in a round-bottom flask equipped with a magnetic stirrer and reflux condenser. Thirty-three ml (0.45 mole) thionyl chloride were added dropwise with vigorous stirring. The reaction mixture was heated at reflux until the gas evolution ceased. The resulting mixture was then stripped under reduced pressure to yield the desired product. The reactants are OCNC(C(F)(F)F)=O (N-hydroxymethyl trifluoroacetamide), S(=O)(Cl)Cl (thionyl chloride). Yields the product ClCNC(C(F)(F)F)=O (N-chloromethyl trifluoroacetamide). Reactants: Fc1ccc(-c2ccn(C3CCN(Cc4ccccc4)CC3)c2-c2ccnc(F)c2)cc1, CN, C1CCOC1. Yields the product CNc1cc(-c2c(-c3ccc(F)cc3)ccn2C2CCN(Cc3ccccc3)CC2)ccn1. Reaction SMILES: [CH2:1]([c:2]1[cH:3][cH:4][cH:5][cH:6][cH:7]1)[N:8]1[CH2:9][CH2:10][CH:11]([n:14]2[c:15](-[c:26]3[cH:27][c:28]([F:32])[n:29][cH:30][cH:31]3)[c:16](-[c:19]3[cH:20][cH:21][c:22]([F:25])[cH:23][cH:24]3)[cH:17][cH:18]2)[CH2:12][CH2:13]1.[CH3:33][NH2:34].[O:35]1[CH2:36][CH2:37][CH2:38][CH2:39]1>>[CH2:1]([c:2]1[cH:3][cH:4][cH:5][cH:6][cH:7]1)[N:8]1[CH2:9][CH2:10][CH:11]([n:14]2[c:15](-[c:26]3[cH:27][c:28]([NH:34][CH3:33])[n:29][cH:30][cH:31]3)[c:16](-[c:19]3[cH:20][cH:21][c:22]([F:25])[cH:23][cH:24]3)[cH:17][cH:18]2)[CH2:12][CH2:13]1. Reported procedure: Methyl 1-(1-methylethyl)-6-nitro-1H-indazole-4-carboxylate (1.39 g, 5.28 mmol) was dissolved in ethanol (70 mL) and hydrogenated using an H-Cube instrument (full H2 mode and 10% Pd/C). The solvent was removed in vacuo and the residue was purified via silica gel chromatography (eluent: 0% to 40% gradient; EtOAc:Hex). The product was obtained as 1.05 g (85%). 1H NMR (400 MHz, CHLOROFORM-d) δ ppm 1.58 (d, J=6.57 Hz, 6H), 4.00 (s, 5H), 4.70 (dt, J=13.39, 6.69 Hz, 1H), 6.80 (s, 1H), 7.37 (d, J=2.02 H... The solvent is C(C)O (ethanol). Reaction SMILES: [CH3:1][CH:2]([N:4]1[C:12]2[CH:11]=[C:10]([N+:13]([O-])=O)[CH:9]=[C:8]([C:16]([O:18][CH3:19])=[O:17])[C:7]=2[CH:6]=[N:5]1)[CH3:3]>C(O)C.[Pd]>[NH2:13][C:10]1[CH:9]=[C:8]([C:16]([O:18][CH3:19])=[O:17])[C:7]2[CH:6]=[N:5][N:4]([CH:2]([CH3:1])[CH3:3])[C:12]=2[CH:11]=1. The reactants are CC(C)N1N=CC=2C(=CC(=CC12)[N+](=O)[O-])C(=O)OC (Methyl 1-(1-methylethyl)-6-nitro-1H-indazole-4-carboxylate). Reagents/catalysts: [Pd] (Pd/C). Yields the product NC=1C=C(C=2C=NN(C2C1)C(C)C)C(=O)OC (Methyl 6-amino-1-(1-methylethyl)-1H-indazole-4-carboxylate). Product: O=C1C2=CC=CC=C2C=2NN=C(C21)C2=CC=C(C(=O)OC)C=C2 (methyl 4-(4-oxo-1,4-dihydroindeno[1,2-c]pyrazol-3-yl)benzoate). Starting materials: [O-][Bi](=O)=O.[Na+] (sodium bismuthate), C([O-])(O)=O.[Na+] (sodium bicarbonate), N1N=C(C2=C1C1=CC=CC=C1C2)C2=CC=C(C(=O)OC)C=C2 (methyl 4-(1,4-dihydroindeno [1,2-c]pyrazol-3-yl)benzoate), [O-][Bi](=O)=O.[Na+] (sodium bismuthate), C(C)(=O)O (acetic acid). Solvent: CO (methanol), O (water). RXN SMILES: [NH:1]1[C:5]2[C:6]3[C:11]([CH2:12][C:4]=2[C:3]([C:13]2[CH:22]=[CH:21][C:16]([C:17]([O:19][CH3:20])=[O:18])=[CH:15][CH:14]=2)=[N:2]1)=[CH:10][CH:9]=[CH:8][CH:7]=3.[O-:23][Bi](=O)=O.[Na+].C(O)(=O)C.C(=O)(O)[O-].[Na+]>CO.O>[O:23]=[C:12]1[C:4]2[C:3]([C:13]3[CH:22]=[CH:21][C:16]([C:17]([O:19][CH3:20])=[O:18])=[CH:15][CH:14]=3)=[N:2][NH:1][C:5]=2[C:6]2[C:11]1=[CH:10][CH:9]=[CH:8][CH:7]=2 |f:1.2,4.5|. Procedure: A mixture of methyl 4-(1,4-dihydroindeno[1,2-c]pyrazol-3-yl)benzoate (6.3 g, Example 7), sodium bismuthate (31 g), glacial acetic acid (180 ml) and water (60 ml) was boiled under reflux for about 3.5 hours. A further amount of sodium bismuthate (33 g) was added and the mixture boiled under reflux for about 24 hours, then cooled. The pH of the reaction mixture was adjusted to 8-9 by addition of saturated sodium bicarbonate solution. The reaction mixture was filtered through a celite pad and the r... The reactants are BrC1=C(C(=O)C(C(=O)OCC)C(=O)OCC)C=C(C(=C1)F)F (diethyl (2-bromo-4,5-difluorobenzoyl)malonate), C1(=CC=C(C=C1)S(=O)(=O)O)C (p-toluenesulfonic acid). Run in O (water). Product: BrC1=C(C(=O)CC(=O)OCC)C=C(C(=C1)F)F (ethyl (2-bromo-4,5-difluorobenzoyl)acetate). The yield is 84.9%. Reaction SMILES: [Br:1][C:2]1[CH:20]=[C:19]([F:21])[C:18]([F:22])=[CH:17][C:3]=1[C:4]([CH:6](C(OCC)=O)[C:7]([O:9][CH2:10][CH3:11])=[O:8])=[O:5].C1(C)C=CC(S(O)(=O)=O)=CC=1>O>[Br:1][C:2]1[CH:20]=[C:19]([F:21])[C:18]([F:22])=[CH:17][C:3]=1[C:4]([CH2:6][C:7]([O:9][CH2:10][CH3:11])=[O:8])=[O:5]. Procedure details: To a solution of diethyl (2-bromo-4,5-difluorobenzoyl)malonate (75.6 g) in water (100 ml) is added p-toluenesulfonic acid (0.3 g), and the mixture is refluxed for 3 hours. After cooling, the reaction mixture is extracted with dichloromethane. The dichloromethane layer is washed with saturated aqueous sodium chloride solution and dried over magnesium sulfate. After distilling off the solvent under reduced pressure, the residue is distilled to give ethyl (2-bromo-4,5-difluorobenzoyl)acetate (52.0 ...